Dataset: the Open Reaction Database (ORD), a public repository of structured organic reaction records. Task: describe an organic reaction: reactants, conditions, products, and yield The reactants are C, [N-]=[N+]=NCC1CN(Cc2ccccc2)CC1Cl, CCO, [Pd]. Product: NCC1CN(Cc2ccccc2)CC1Cl. As a reaction SMILES: [C:18].[CH2:1]([c:2]1[cH:3][cH:4][cH:5][cH:6][cH:7]1)[N:8]1[CH2:9][CH:10]([CH2:14][N:15]=[N+:16]=[N-:17])[CH:11]([Cl:13])[CH2:12]1.[CH3:20][CH2:21][OH:22].[Pd:19]>>[CH2:1]([c:2]1[cH:3][cH:4][cH:5][cH:6][cH:7]1)[N:8]1[CH2:9][CH:10]([CH2:14][NH2:15])[CH:11]([Cl:13])[CH2:12]1. Starting materials: 20.8G, P(Cl)(Cl)(Cl)(Cl)Cl (PCl5), CC1=CC=C(C(=O)C2=CC=CC=C2)C=C1 (4-methylbenzophenone). Product: [Cl-].[Cl-].CC1=CC=C(C(=O)C2=CC=CC=C2)C=C1 (4-methylbenzophenone dichloride). Isolated yield 79.0%. RXN SMILES: P(Cl)(Cl)(Cl)(Cl)[Cl:2].[CH3:7][C:8]1[CH:21]=[CH:20][C:11]([C:12]([C:14]2[CH:19]=[CH:18][CH:17]=[CH:16][CH:15]=2)=[O:13])=[CH:10][CH:9]=1>>[Cl-:2].[Cl-:2].[CH3:7][C:8]1[CH:21]=[CH:20][C:11]([C:12]([C:14]2[CH:19]=[CH:18][CH:17]=[CH:16][CH:15]=2)=[O:13])=[CH:10][CH:9]=1 |f:2.3.4|. Procedure details: The reaction was proceeded by the method described in Example 1. 20.8G of PCl5 was reacted with 19.6 g of 4-methylbenzophenone to give 22.9 g(purity 87%, yield 79%) of 4-methylbenzophenone dichloride as a pale yellow liquid. The reactants are ClCCNC(=O)NC1=CC=C(C=C1)C(F)(F)F (1-(2-chloro-ethyl)-3-(4-trifluoromethylphenyl)urea), C(=O)([O-])[O-].[K+].[K+] (K2CO3). The solvent is CN(C)C=O (DMF). Product: cyclic urea, FC(C1=CC=C(C=C1)N1C(NCC1)=O)(F)F (1-(4-trifluoromethylphenyl)imidazolidin-2-one). RXN SMILES: Cl[CH2:2][CH2:3][NH:4][C:5]([NH:7][C:8]1[CH:13]=[CH:12][C:11]([C:14]([F:17])([F:16])[F:15])=[CH:10][CH:9]=1)=[O:6].C([O-])([O-])=O.[K+].[K+]>CN(C=O)C>[F:15][C:14]([F:17])([F:16])[C:11]1[CH:12]=[CH:13][C:8]([N:7]2[CH2:2][CH2:3][NH:4][C:5]2=[O:6])=[CH:9][CH:10]=1 |f:1.2.3|. Procedure details: To a solution of methyl 4-trifluoromethylaniline (3.47 g, 21.6 mmol) in dry toluene (50 mL) was added 2-chloroethylisocyante (2.50 g, 2.02 mL, 23.7 mmol). The mixture was stirred at 40° C. for 12 h. After cooling to room temperature, the solid was collected by filtration and washed with toluene, water and dried in air to provide 1-(2-chloro-ethyl)-3-(4-trifluoromethylphenyl)urea [5.28 g, 92.0%, >95% pure by LC/MS MS (ES+) m/z: 267, 269]. The urea (5.27 g, 23.7 mmol) was then stirred in DMF (50.0... Reactants: C(C)(C)(C)OC1=CC=C(C=C1)[C@@H](C)NC(COC)=O ((R)—N-1-(4-tert-Butoxyphenyl)ethylmethoxyacetamide), amide, N(CCO)(CCO)CCO (triethanolamine), [OH-].[Na+] (NaOH). The solvent is O (water). Yields the product C(C)(C)(C)OC1=CC=C(C=C1)[C@@H](C)N ((R)-1-(4-tert-butoxyphenyl)ethylamine). Isolated yield 73.0%. As a reaction SMILES: [C:1]([O:5][C:6]1[CH:11]=[CH:10][C:9]([C@H:12]([NH:14]C(=O)COC)[CH3:13])=[CH:8][CH:7]=1)([CH3:4])([CH3:3])[CH3:2].N(CCO)(CCO)CCO.[OH-].[Na+]>O>[C:1]([O:5][C:6]1[CH:7]=[CH:8][C:9]([C@H:12]([NH2:14])[CH3:13])=[CH:10][CH:11]=1)([CH3:4])([CH3:2])[CH3:3] |f:2.3|. Procedure details: (R)—N-1-(4-tert-Butoxyphenyl)ethylmethoxyacetamide from example 1.3 (180 g with a purity of 94%; corresponds to 0.64 mol of pure substance) was mixed with triethanolamine (20 ml) with stirring and then admixed with 50% NaOH (70.8 g, 0.89 mol). The mixture was then stirred at a bath temperature of 140° C. for another seven hours, after which all of the amide had been converted according to GC. The mixture was diluted with water (100 ml), cooled and extracted with tert-butyl methyl ether (3×100 ml... The reactants are CS(=O)(=O)Cl (methanesulfonyl chloride), CS(=O)(=O)Cl (methanesulfonyl chloride), C(#N)C1=CC(=C(C=C1)[C@H]1NC(N(C(=C1C#N)C)C1=CC(=CC=C1)C(F)(F)F)=O)S(=O)(=O)C ((4S)-4-[4-Cyano-2-(methylsulfonyl)phenyl]-6-methyl-2-oxo-1-[3-(trifluoromethyl)phenyl]-1,2,3,4-tetrahydropyrimidine-5-carbonitrile), [H-].[Na+] (sodium hydride). Run in C1CCOC1 (THF), C1CCOC1 (THF). Conditions: time 20 minute. The product is C(#N)C1=CC(=C(C=C1)[C@H]1N(C(N(C(=C1C#N)C)C1=CC(=CC=C1)C(F)(F)F)=O)S(=O)(=O)C)S(=O)(=O)C ((4S)-4-[4-Cyano-2-(methylsulfonyl)phenyl]-6-methyl-3-(methylsulfonyl)-2-oxo-1-[3-(trifluoromethyl)phenyl]-1,2,3,4-tetrahydropyrimidine-5-carbonitrile). Isolated yield 58.2%. As a reaction SMILES: [C:1]([C:3]1[CH:8]=[CH:7][C:6]([C@@H:9]2[C:14]([C:15]#[N:16])=[C:13]([CH3:17])[N:12]([C:18]3[CH:23]=[CH:22][CH:21]=[C:20]([C:24]([F:27])([F:26])[F:25])[CH:19]=3)[C:11](=[O:28])[NH:10]2)=[C:5]([S:29]([CH3:32])(=[O:31])=[O:30])[CH:4]=1)#[N:2].[H-].[Na+].[CH3:35][S:36](Cl)(=[O:38])=[O:37]>C1COCC1>[C:1]([C:3]1[CH:8]=[CH:7][C:6]([C@@H:9]2[C:14]([C:15]#[N:16])=[C:13]([CH3:17])[N:12]([C:18]3[CH:23]=[CH:22][CH:21]=[C:20]([C:24]([F:27])([F:26])[F:25])[CH:19]=3)[C:11](=[O:28])[N:10]2[S:36]([CH3:35])(=[O:38])=[O:37])=[C:5]([S:29]([CH3:32])(=[O:31])=[O:30])[CH:4]=1)#[N:2] |f:1.2|. Procedure: The reaction was carried out under argon. (4S)-4-[4-Cyano-2-(methylsulfonyl)phenyl]-6-methyl-2-oxo-1-[3-(trifluoromethyl)phenyl]-1,2,3,4-tetrahydropyrimidine-5-carbonitrile (69.1 mg, 150 μmol; Example 6) was initially charged in THF (2 ml), and sodium hydride (60% in mineral oil; 7.2 mg, 180 μmol) was added at 0° C. The mixture was warmed to RT and stirred for 20 min. A solution of methanesulfonyl chloride (20.6 mg, 180 μmol, 1.2 eq.) in THF (1 ml) was then slowly added dropwise. After a reactio... Starting materials: C(C)(C)N(C(=O)[C@@H]1[C@]2(C)[C@@H](CC1)[C@@H]1CCC=3C=C(C=CC3[C@H]1CC2)O)C(C)C (N,N-diisopropyl-estr-1,3,5(10)-triene-3-ol-17β-carboxamide), ClC=1C(C(=C(C(C1Cl)=O)C#N)C#N)=O (2,3-dichloro-5,6-dicyano-1,4-benzoquinone). Run in C(C)(=O)OCC (ethyl acetate), O1CCOCC1 (dioxane). Yields the product C(C)(C)N(C(=O)[C@@H]1[C@]2(C)[C@@H](CC1)[C@@H]1CCC=3C=C(C=CC3C1=CC2)O)C(C)C (N,N-diisopropyl estr-1,3,5(10),9(11)-tetraene-3-ol-17β-carboxamide). Reaction SMILES: [CH:1]([N:4]([CH:26]([CH3:28])[CH3:27])[C:5]([C@H:7]1[CH2:12][CH2:11][C@H:10]2[C@H:13]3[C@H:22]([CH2:23][CH2:24][C@:8]12[CH3:9])[C:21]1[CH:20]=[CH:19][C:18]([OH:25])=[CH:17][C:16]=1[CH2:15][CH2:14]3)=[O:6])([CH3:3])[CH3:2].ClC1C(=O)C(C#N)=C(C#N)C(=O)C=1Cl>O1CCOCC1.C(OCC)(=O)C>[CH:26]([N:4]([CH:1]([CH3:3])[CH3:2])[C:5]([C@H:7]1[CH2:12][CH2:11][C@H:10]2[C@H:13]3[C:22](=[CH:23][CH2:24][C@:8]12[CH3:9])[C:21]1[CH:20]=[CH:19][C:18]([OH:25])=[CH:17][C:16]=1[CH2:15][CH2:14]3)=[O:6])([CH3:27])[CH3:28]. Reported procedure: A solution of N,N-diisopropyl-estr-1,3,5(10)-triene-3-ol-17β-carboxamide (380 mg, 1 mmol) in 10 mL dioxane is treated with 2,3-dichloro-5,6-dicyano-1,4-benzoquinone (250 mg, 1.1 mmol) for two hours. The reaction mixture is diluted with ethyl acetate, washed with saturated aqueous NaHCO3, dried, and concentrated. Chromatography of the residue yields N,N-diisopropyl estr-1,3,5(10),9(11)-tetraene-3-ol-17β-carboxamide.